From a dataset of the Open Reaction Database (ORD), a public repository of structured organic reaction records. describe an organic reaction: reactants, conditions, products, and yield Reactants: C(C)(C)(C)OC(N[C@@H]1C[C@H](C1)NC=1SC2=C(N1)C=CC=C2)=O (Tert-butyl(trans-3-(benzo[d]thiazol-2-ylamino)cyclobutyl)carbamate), C([O-])([O-])=O.[K+].[K+] (potassium carbonate), FC(C(=O)O)(F)F (trifluoroacetic acid), ClC1=NC=NC(=C1[N+](=O)[O-])Cl (4,6-Dichloro-5-nitropyrimidine). Solvent: ClCCl (dichloromethane), O (water). Run at time 20 minute. The product is C(C)(C)(C)OC(N[C@@H]1C[C@H](C1)NC1=NC2=CC=CC=C2C=N1)=O (Tert-butyl(trans-3-(quinazolin-2-ylamino)cyclobutyl)carbamate). As a reaction SMILES: [C:1]([O:5][C:6](=[O:22])[NH:7][C@H:8]1[CH2:11][C@H:10]([NH:12][C:13]2S[C:15]3[CH:21]=[CH:20][CH:19]=[CH:18][C:16]=3[N:17]=2)[CH2:9]1)([CH3:4])([CH3:3])[CH3:2].FC(F)(F)C(O)=O.Cl[C:31]1C([N+]([O-])=O)=C(Cl)N=C[N:32]=1.C(=O)([O-])[O-].[K+].[K+]>ClCCl.O>[C:1]([O:5][C:6](=[O:22])[NH:7][C@H:8]1[CH2:11][C@H:10]([NH:12][C:13]2[N:32]=[CH:31][C:15]3[C:16](=[CH:18][CH:19]=[CH:20][CH:21]=3)[N:17]=2)[CH2:9]1)([CH3:4])([CH3:3])[CH3:2] |f:3.4.5|. Procedure: Tert-butyl(trans-3-(quinazolin-2-ylamino)cyclobutyl)carbamate, which was synthesized analagous to intermediate 10, (1.71 g, 5.44 mmol) was dissolved in dichloromethane (20 mL) and treated with trifluoroacetic acid (5 mL). The solution was stirred at room temperature for 20 minutes after which the solution was evaporated to dryness under reduced pressure. The crude oil was further dried under high vacuum then dissolved in dry dimethylsulfoxide (40 mL). 4,6-Dichloro-5-nitropyrimidine (1.5 g, 7.73 ... The reactants are Cc1ccc(C)n1-c1ccc(Br)c(C(F)(F)F)c1, [Li]CCCC, O=Cc1ccncc1, C1CCOC1. Product: Cc1ccc(C)n1-c1ccc(C(O)c2ccncc2)c(C(F)(F)F)c1. RXN SMILES: [Br:1][c:2]1[c:3]([C:15]([F:16])([F:17])[F:18])[cH:4][c:5](-[n:8]2[c:9]([CH3:14])[cH:10][cH:11][c:12]2[CH3:13])[cH:6][cH:7]1.[CH2:19]([Li:20])[CH2:21][CH2:22][CH3:23].[CH:24](=[O:25])[c:26]1[cH:27][cH:28][n:29][cH:30][cH:31]1.[O:32]1[CH2:33][CH2:34][CH2:35][CH2:36]1>>[c:2]1([CH:24]([OH:25])[c:26]2[cH:27][cH:28][n:29][cH:30][cH:31]2)[c:3]([C:15]([F:16])([F:17])[F:18])[cH:4][c:5](-[n:8]2[c:9]([CH3:14])[cH:10][cH:11][c:12]2[CH3:13])[cH:6][cH:7]1. The reactants are CNc1ccc(C)cc1, COc1cc2nc(Cl)nc(Cl)c2cc1OC. Product: COc1cc2nc(Cl)nc(N(C)c3ccc(C)cc3)c2cc1OC. As a reaction SMILES: [CH3:17][NH:18][c:19]1[cH:20][cH:21][c:22]([CH3:25])[cH:23][cH:24]1.[Cl:1][c:2]1[n:3][c:4]2[cH:5][c:6]([O:15][CH3:16])[c:7]([O:13][CH3:14])[cH:8][c:9]2[c:10]([Cl:12])[n:11]1>>[Cl:1][c:2]1[n:3][c:4]2[cH:5][c:6]([O:15][CH3:16])[c:7]([O:13][CH3:14])[cH:8][c:9]2[c:10]([N:18]([CH3:17])[c:19]2[cH:20][cH:21][c:22]([CH3:25])[cH:23][cH:24]2)[n:11]1. The reactants are N1CCC(CC1)O (piperidin-4-ol), C([O-])([O-])=O.[K+].[K+] (potassium carbonate), C1(=CC=CC=C1)C(=O)NC1CN(CC(C1)C1=CC=C(C=C1)OC(F)(F)F)C(=O)OC1=CC=C(C=C1)[N+](=O)[O-] (4-nitrophenyl 3-[(phenylcarbonyl)amino]-5-[4-(trifluoromethoxy)phenyl]piperidine-1-carboxylate). The solvent is CN(C)C=O (DMF). Yields the product OC1CCN(CC1)C(=O)N1CC(CC(C1)C1=CC=C(C=C1)OC(F)(F)F)NC(=O)C1=CC=CC=C1 (N-{1-[(4-Hydroxypiperidin-1-yl)carbonyl]-5-[4-(trifluoromethoxy)phenyl]piperidin-3-yl}benzenecarboxamide). RXN SMILES: [C:1]1([C:7]([NH:9][CH:10]2[CH2:15][CH:14]([C:16]3[CH:21]=[CH:20][C:19]([O:22][C:23]([F:26])([F:25])[F:24])=[CH:18][CH:17]=3)[CH2:13][N:12]([C:27](OC3C=CC([N+]([O-])=O)=CC=3)=[O:28])[CH2:11]2)=[O:8])[CH:6]=[CH:5][CH:4]=[CH:3][CH:2]=1.[NH:39]1[CH2:44][CH2:43][CH:42]([OH:45])[CH2:41][CH2:40]1.C(=O)([O-])[O-].[K+].[K+]>CN(C=O)C>[OH:45][CH:42]1[CH2:43][CH2:44][N:39]([C:27]([N:12]2[CH2:13][CH:14]([C:16]3[CH:17]=[CH:18][C:19]([O:22][C:23]([F:26])([F:25])[F:24])=[CH:20][CH:21]=3)[CH2:15][CH:10]([NH:9][C:7]([C:1]3[CH:6]=[CH:5][CH:4]=[CH:3][CH:2]=3)=[O:8])[CH2:11]2)=[O:28])[CH2:40][CH2:41]1 |f:2.3.4|. Reported procedure: 550 mg (1.04 mmol) of 4-nitrophenyl 3-[(phenylcarbonyl)amino]-5-[4-(trifluoromethoxy)phenyl]piperidine-1-carboxylate were initially charged in 14 ml of DMF, and 315 mg (3.12 mmol) of piperidin-4-ol and 144 mg (1.04 mmol) of potassium carbonate were added. The mixture was reacted in a microwave (Emrys Optimizer) at 150° C. for 15 min. The crude product was then purified by preparative HPLC (Reprosil C18, water/acetonitrile gradient). Yield: 430 mg (84% of theory) Starting materials: [H-].[Al+3].[Li+].[H-].[H-].[H-] (lithium aluminum hydride), ClC=1C=C(NC=2C3=C(N=CN2)NC(=C3)C(=O)OCC)C=CC1 (4-(3-chloroanilino)-6-ethoxycarbonyl-7H-pyrrolo[2,3-d]pyrimidine). Run in O (water). Reaction conditions: temperature 50 celsius, time 2 hour. The product is ClC=1C=C(NC=2C3=C(N=CN2)NC(=C3)CO)C=CC1 (4-(3-chloroanilino)-6-hydroxymethyl-7H-pyrrolo[2,3-d]pyrimidine). Reaction SMILES: [H-].[Al+3].[Li+].[H-].[H-].[H-].[Cl:7][C:8]1[CH:9]=[C:10]([CH:26]=[CH:27][CH:28]=1)[NH:11][C:12]1[C:13]2[CH:20]=[C:19]([C:21](OCC)=[O:22])[NH:18][C:14]=2[N:15]=[CH:16][N:17]=1>O>[Cl:7][C:8]1[CH:9]=[C:10]([CH:26]=[CH:27][CH:28]=1)[NH:11][C:12]1[C:13]2[CH:20]=[C:19]([CH2:21][OH:22])[NH:18][C:14]=2[N:15]=[CH:16][N:17]=1 |f:0.1.2.3.4.5|. Reported procedure: Under a N2 atmosphere, 1.4 g (37 mmol) of lithium aluminum hydride are added in portions to 5.70 g (18 mmol) of 4-(3-chloroanilino)-6-ethoxycarbonyl-7H-pyrrolo[2,3-d]pyrimidine. After stirring at 50° C. for 2 h, 100 ml of water are added dropwise to the reaction mixture and it is filtered through Celite. Water is added to the filtrate and the mixture is extracted 3 times with ethyl acetate. The organic phases are washed 3 times with water and brine, dried (MgSO4) and evaporated. Recrystallizatio... Reaction SMILES: [CH:1]([C:4]([CH2:15][CH:16]=[C:17]([Cl:19])[Cl:18])(C(OCC)=O)[C:5]([O:7][CH2:8][CH3:9])=[O:6])([CH3:3])[CH3:2].[OH-].[K+].C(C(CC=C(Cl)Cl)(C(O)=O)C(O)=O)(C)C.C(C(CC=C(Cl)Cl)(C([O-])=O)C([O-])=O)(C)C.ClC(Cl)=CCC(C(C)C)C(O)=O>C(O)C.O>[Cl:18][C:17]([Cl:19])=[CH:16][CH2:15][CH:4]([CH:1]([CH3:3])[CH3:2])[C:5]([O:7][CH2:8][CH3:9])=[O:6] |f:1.2|. Run in C(C)O (ethanol), O (water). Procedure details: In 20 g of ethanol were dissolved 8.8 g of the above diethyl isopropyl-(3,3-dichloroallyl)malonate and a solution of 6.4 g of potassium hydroxide in 10 g of water was added to the above ethanol solution. The mixture was refluxed overnight. Then, the reaction mixture was distilled to remove the ethanol and a sufficient amount of dilute hydrochloric acid was added to make the residue acidic. The residue was extracted with diethyl ether and the ethereal layer was dried over anhydrous magnesium sulf... Reactants: C(C)(C)C(C(=O)OCC)(C(=O)OCC)CC=C(Cl)Cl (diethyl isopropyl-(3,3-dichloroallyl)malonate), [OH-].[K+] (potassium hydroxide), C(C)(C)C(C(=O)OCC)(C(=O)OCC)CC=C(Cl)Cl (diethyl isopropyl-(3,3-dichloroallyl)malonate), C(C)(C)C(C(=O)O)(C(=O)O)CC=C(Cl)Cl (isopropyl-(3,3-dichloroallyl)malonic acid), C(C)(C)C(C(=O)[O-])(C(=O)[O-])CC=C(Cl)Cl (isopropyl-(3,3-dichloroallyl)malonate), mixture, ClC(=CCC(C(=O)O)C(C)C)Cl (α-(3,3-dichloroallyl) isovaleric acid). Product: ClC(=CCC(C(=O)OCC)C(C)C)Cl (ethyl α-(3,3-dichloroallyl)isovalerate). Reactants: mixture, Cl.ClC1=C(C=C2C(=NC=NC2=C1)NC1=CC(=CC=C1)C#C)[N+](=O)[O-] ((7-Chloro-6-nitroquinazolin-4-yl)-(3-ethynyl-phenyl)-amine hydrochloride), C[O-].[Na+] (sodium methoxide). Solvent: O (water), O (water), 2-methylpyrrolidin-1-one. Yields the product C(#C)C=1C=C(C=CC1)NC1=NC=NC2=CC(=C(C=C12)[N+](=O)[O-])OC ((3-Ethynyl-phenyl)-(7-methoxy-6-nitro-quinazolin-4-yl)-amine). Reaction SMILES: Cl.Cl[C:3]1[CH:12]=[C:11]2[C:6]([C:7]([NH:13][C:14]3[CH:19]=[CH:18][CH:17]=[C:16]([C:20]#[CH:21])[CH:15]=3)=[N:8][CH:9]=[N:10]2)=[CH:5][C:4]=1[N+:22]([O-:24])=[O:23].[CH3:25][O-:26].[Na+]>O>[C:20]([C:16]1[CH:15]=[C:14]([NH:13][C:7]2[C:6]3[C:11](=[CH:12][C:3]([O:26][CH3:25])=[C:4]([N+:22]([O-:24])=[O:23])[CH:5]=3)[N:10]=[CH:9][N:8]=2)[CH:19]=[CH:18][CH:17]=1)#[CH:21] |f:0.1,2.3|. Procedure: (7-Chloro-6-nitroquinazolin-4-yl)-(3-ethynyl-phenyl)-amine hydrochloride (100 mg, 0.306 mmol and dry sodium methoxide (120 mg, 2.22 mmol) were stirred in 2 mL of dry 2-methylpyrrolidin-1-one for 8 hours at 30° C. To the cooled reaction mixture 0.93 mL of 3N and 1 mL of water were added. The mixture was diluted with 60 mL of water and extracted with two time 60 mL of ethyl acetate. The pooled organic layers were washed with three times 50 mL of water and 50 mL of brine, dried with magnesium sulfa...